This data is from the Open Reaction Database (ORD), a public repository of structured organic reaction records. The task is: describe an organic reaction: reactants, conditions, products, and yield Reactants: C(N)(=O)C(C(C)C)(C)NC(=O)C1=C(C=C2C(=N1)OC=C2)C(=O)O (6-[(1-carbamoyl-1,2-dimethylpropyl)carbamoyl]furo[2,3-b]pyridine-5-carboxylic acid), [OH-].[Na+] (sodium hydroxide). Run in O (water). Conditions: temperature 65 celsius, time 3 hour. Yields the product C(C)(C)C1(N=C(NC1=O)C1=C(C=C2C(=N1)OC=C2)C(=O)O)C (6-(4-isopropyl-4-methyl-5-oxo-2-imidazolin-2-yl)furo[2,3-b]pyridine-5-carboxylic acid). As a reaction SMILES: [C:1]([C:4]([NH:9][C:10]([C:12]1[N:17]=[C:16]2[O:18][CH:19]=[CH:20][C:15]2=[CH:14][C:13]=1[C:21]([OH:23])=[O:22])=O)([CH3:8])[CH:5]([CH3:7])[CH3:6])(=[O:3])[NH2:2].[OH-].[Na+]>O>[CH:5]([C:4]1([CH3:8])[C:1](=[O:3])[NH:2][C:10]([C:12]2[N:17]=[C:16]3[O:18][CH:19]=[CH:20][C:15]3=[CH:14][C:13]=2[C:21]([OH:23])=[O:22])=[N:9]1)([CH3:7])[CH3:6] |f:1.2|. Procedure details: A solution containing 6-[(1-carbamoyl-1,2-dimethylpropyl)carbamoyl]furo[2,3-b]pyridine-5-carboxylic acid (3.8 g, 0.012 mol) in aqueous sodium hydroxide 2.4 g, 0.06 mol) in water (40 mL) is stirred at 65° C. for three hours. The reaction mixture is then heated at 75° C. for one hour, allowed to cool, poured into ice, acidified to pH 2-3 and the resulting solid filtered off and dried. Crystallization from an acetone-methanol mixture affords pure 6-(4-isopropyl-4-methyl-5-oxo-2-imidazolin-2-yl)furo... Reactants: C1CCOC1, CC(C)C[AlH]CC(C)C, Cc1ccccc1, COC(=O)c1cnc(OC(CF)CF)c(Cl)c1. Product: OCc1cnc(OC(CF)CF)c(Cl)c1. Reaction SMILES: [CH2:27]1[O:28][CH2:29][CH2:30][CH2:31]1.[CH3:18][CH:19]([CH2:20][AlH:21][CH2:22][CH:23]([CH3:24])[CH3:25])[CH3:26].[CH3:32][c:33]1[cH:34][cH:35][cH:36][cH:37][cH:38]1.[Cl:1][c:2]1[c:3]([O:12][CH:13]([CH2:14][F:15])[CH2:16][F:17])[n:4][cH:5][c:6]([C:7](=[O:8])[O:9][CH3:10])[cH:11]1>>[Cl:1][c:2]1[c:3]([O:12][CH:13]([CH2:14][F:15])[CH2:16][F:17])[n:4][cH:5][c:6]([CH2:7][OH:8])[cH:11]1. The reactants are ClC(CN1C=NC=C1)CCC1=CC=C(C=C1)Cl (1-[2-chloro-4-(4-chlorophenyl)butyl]imidazole), [N+](=O)([O-])C1=CC=C(CS)C=C1 (4-nitrobenzyl mercaptan), [H-].[Na+] (sodium hydride). Run in O1CCCC1 (tetrahydrofuran). Conditions: time 1 hour. Yields the product ClC1=CC=C(C=C1)CCC(CN1C=NC=C1)SCC1=CC=C(C=C1)[N+](=O)[O-] (1-[4-(4-chlorophenyl)-2-(4-nitrobenzylthio)-n-butyl]imidazole). RXN SMILES: Cl[CH:2]([CH2:9][CH2:10][C:11]1[CH:16]=[CH:15][C:14]([Cl:17])=[CH:13][CH:12]=1)[CH2:3][N:4]1[CH:8]=[CH:7][N:6]=[CH:5]1.[N+:18]([C:21]1[CH:28]=[CH:27][C:24]([CH2:25][SH:26])=[CH:23][CH:22]=1)([O-:20])=[O:19].[H-].[Na+]>O1CCCC1>[Cl:17][C:14]1[CH:15]=[CH:16][C:11]([CH2:10][CH2:9][CH:2]([S:26][CH2:25][C:24]2[CH:23]=[CH:22][C:21]([N+:18]([O-:20])=[O:19])=[CH:28][CH:27]=2)[CH2:3][N:4]2[CH:8]=[CH:7][N:6]=[CH:5]2)=[CH:12][CH:13]=1 |f:2.3|. Reported procedure: A solution of 1.35 g of 1-[2-chloro-4-(4-chlorophenyl)butyl]imidazole and 1.60 g of 4-nitrobenzyl mercaptan in 40 ml tetrahydrofuran was treated with 380 mg of 50% sodium hydride dispersion in mineral oil. After stirring at room temperature for 1 hour and under reflux for 12 hours the solvent was evaporated under vacuum and 50 ml of ether added. The resulting mixture was washed twice with water and the ethereal solution dried (MgSO4) and evaporated. The residue was chromatographed on silica gel ... Starting materials: CC(C)N1CCC(Oc2cc3cc(C(=O)N4CCN(S(=O)(=O)C5CC5)CC4)n(CCO[Si](C)(C)C(C)(C)C)c3cc2Br)CC1, ClCCl, O=C(O)C(F)(F)F. Yields the product CC(C)N1CCC(Oc2cc3cc(C(=O)N4CCN(S(=O)(=O)C5CC5)CC4)n(CCO)c3cc2Br)CC1. Reaction SMILES: [Br:1][c:2]1[c:3]([O:35][CH:36]2[CH2:37][CH2:38][N:39]([CH:42]([CH3:43])[CH3:44])[CH2:40][CH2:41]2)[cH:4][c:5]2[cH:6][c:7]([C:21](=[O:22])[N:23]3[CH2:24][CH2:25][N:26]([S:29](=[O:30])(=[O:31])[CH:32]4[CH2:33][CH2:34]4)[CH2:27][CH2:28]3)[n:8]([CH2:11][CH2:12][O:13][Si:14]([C:15]([CH3:16])([CH3:17])[CH3:18])([CH3:19])[CH3:20])[c:9]2[cH:10]1.[Cl:52][CH2:53][Cl:54].[OH:45][C:46]([C:47]([F:48])([F:49])[F:50])=[O:51]>>[Br:1][c:2]1[c:3]([O:35][CH:36]2[CH2:37][CH2:38][N:39]([CH:42]([CH3:43])[CH3:44])[CH2:40][CH2:41]2)[cH:4][c:5]2[cH:6][c:7]([C:21](=[O:22])[N:23]3[CH2:24][CH2:25][N:26]([S:29](=[O:30])(=[O:31])[CH:32]4[CH2:33][CH2:34]4)[CH2:27][CH2:28]3)[n:8]([CH2:11][CH2:12][OH:13])[c:9]2[cH:10]1. Reactants: C(C1=CC=CC=C1)N (benzylamine), NC=1C(=NC(=CN1)C1=CC=CC=C1)C(=O)O (3-amino-6-phenylpyrazine carboxylic acid), Cl.C(C)N=C=NCCCN(C)C (1-ethyl-(3-dimethylaminopropyl)carbodiimide hydrochloride), ON1N=NC2=C1C=CC=C2 (1-hydroxybenzotriazole), CN1CCOCC1 (N-methylmorpholine). The solvent is ClCCl (dichloromethane), C(C)(=O)OCC (ethyl acetate). Run at time 8 hour. Yields the product NC=1C(=NC(=CN1)C1=CC=CC=C1)C(=O)NCC1=CC=CC=C1 (3-amino-6-phenyl-N-(phenylmethyl)pyrazine-2-carboxamide). Yield: 63.6%. Reaction SMILES: [NH2:1][C:2]1[C:3]([C:14]([OH:16])=O)=[N:4][C:5]([C:8]2[CH:13]=[CH:12][CH:11]=[CH:10][CH:9]=2)=[CH:6][N:7]=1.Cl.C(N=C=NCCCN(C)C)C.ON1C2C=CC=CC=2N=N1.CN1CCOCC1.[CH2:46]([NH2:53])[C:47]1[CH:52]=[CH:51][CH:50]=[CH:49][CH:48]=1>ClCCl.C(OCC)(=O)C>[NH2:1][C:2]1[C:3]([C:14]([NH:53][CH2:46][C:47]2[CH:52]=[CH:51][CH:50]=[CH:49][CH:48]=2)=[O:16])=[N:4][C:5]([C:8]2[CH:9]=[CH:10][CH:11]=[CH:12][CH:13]=2)=[CH:6][N:7]=1 |f:1.2|. Procedure: To a solution of 3-amino-6-phenylpyrazine carboxylic acid (0.10 g, 0.47 mmol) in dichloromethane (3 mL) were added 1-ethyl-(3-dimethylaminopropyl)carbodiimide hydrochloride (EDCI, 0.11 g, 0.56 mmol), 1-hydroxybenzotriazole (HOBT, 75 mg, 0.56 mmol), and N-methylmorpholine (NMM, 56 mg, 0.56 mmol) at room temperature. The reaction was stirred for 15 min before benzylamine (0.56 mmol) was added. The reaction mixture was allowed to stir overnight. The reaction was diluted with ethyl acetate (200 mL) ...